Dataset: the Open Reaction Database (ORD), a public repository of structured organic reaction records. Task: describe an organic reaction: reactants, conditions, products, and yield Reactants: BrC1=CC(=NC=C1)C(F)(F)F (4-bromo-2-(trifluoromethyl)pyridine), CN[C@H]1[C@@H](CCCC1)NC ((1R,2R)—N1,N2-dimethylcyclohexane-1,2-diamine), O=C1NC=CC(=C1)CNC(OC(C)(C)C)=O (tert-butyl (2-oxo-1,2-dihydropyridin-4-yl)methylcarbamate), C(=O)([O-])[O-].[K+].[K+] (K2CO3). Reagents/catalysts: [Cu]I (CuI). Solvent: C(C)(=O)OCC (ethyl acetate), C1(=CC=CC=C1)C (toluene). Reaction conditions: time 20 minute. The product is O=C1N(C=CC(=C1)CNC(OC(C)(C)C)=O)C1=CC(=NC=C1)C(F)(F)F (tert-butyl (2-oxo-1-(2-(trifluoromethyl)pyridin-4-yl)-1,2-dihydropyridin-4-yl)methylcarbamate). As a reaction SMILES: [O:1]=[C:2]1[CH:7]=[C:6]([CH2:8][NH:9][C:10](=[O:16])[O:11][C:12]([CH3:15])([CH3:14])[CH3:13])[CH:5]=[CH:4][NH:3]1.C([O-])([O-])=O.[K+].[K+].Br[C:24]1[CH:29]=[CH:28][N:27]=[C:26]([C:30]([F:33])([F:32])[F:31])[CH:25]=1.CN[C@@H]1CCCC[C@H]1NC>C1(C)C=CC=CC=1.[Cu]I.C(OCC)(=O)C>[O:1]=[C:2]1[CH:7]=[C:6]([CH2:8][NH:9][C:10](=[O:16])[O:11][C:12]([CH3:13])([CH3:15])[CH3:14])[CH:5]=[CH:4][N:3]1[C:24]1[CH:29]=[CH:28][N:27]=[C:26]([C:30]([F:33])([F:32])[F:31])[CH:25]=1 |f:1.2.3|. Procedure: To a reaction vessel containing a stir bar was charged with tert-butyl (2-oxo-1,2-dihydropyridin-4-yl)methylcarbamate 56-4 (72 mg, 0.32 mmol), CuI (12 mg, 0.06 mmol), and K2CO3 (88 mg, 0.64 mmol). The reaction vessel was evacuated and backfilled with nitrogen. A solution of 4-bromo-2-(trifluoromethyl)pyridine 56-5 (94 mg, 0.42 mmol) and (1R,2R)—N1,N2-dimethylcyclohexane-1,2-diamine (9 mg, 0.06 mmol) in toluene (3 mL) was added via syringe. The reaction was stirred at room temperature for 20 minu... The reactants are CCOC1CCC(=O)N1, COc1ccc(C(=O)Cl)cc1, [H-], [Na+], C1COCCO1. Yields the product CCOC1CCC(=O)N1C(=O)c1ccc(OC)cc1. RXN SMILES: [CH2:3]([CH3:4])[O:5][CH:6]1[CH2:7][CH2:8][C:9](=[O:11])[NH:10]1.[CH3:12][O:13][c:14]1[cH:15][cH:16][c:17]([C:18](=[O:19])[Cl:20])[cH:21][cH:22]1.[H-:1].[Na+:2].[O:23]1[CH2:24][CH2:25][O:26][CH2:27][CH2:28]1>>[CH2:3]([CH3:4])[O:5][CH:6]1[CH2:7][CH2:8][C:9](=[O:11])[N:10]1[C:18]([c:17]1[cH:16][cH:15][c:14]([O:13][CH3:12])[cH:22][cH:21]1)=[O:19].